Task: describe an organic reaction: reactants, conditions, products, and yield. Dataset: the Open Reaction Database (ORD), a public repository of structured organic reaction records The reactants are C([O-])([O-])=O.[Na+].[Na+] (sodium carbonate), OCCS(=O)(=O)C=1C(=C(C(=O)O)C=CC1)[N+](=O)[O-] (3-hydroxyethylsulfonyl-2-nitrobenzoic acid), 40. Product: 78, C(C)(=O)O.OCCS(=O)(=O)C1=C(C(C(=O)O)=CC=C1)N (3-hydroxyethylsulfonylanthranilic acid acetate). Reagents/catalysts: [Fe] (iron). Run in O (water). Reaction SMILES: [OH:1][CH2:2][CH2:3][S:4]([C:7]1[C:8]([N+:16]([O-])=O)=[C:9]([CH:13]=[CH:14][CH:15]=1)[C:10]([OH:12])=[O:11])(=[O:6])=[O:5].C(=O)([O-])[O-].[Na+].[Na+]>[Fe].O>[C:10]([OH:12])(=[O:11])[CH3:9].[OH:1][CH2:2][CH2:3][S:4]([C:7]1[CH:15]=[CH:14][CH:13]=[C:9]([C:10]([OH:12])=[O:11])[C:8]=1[NH2:16])(=[O:6])=[O:5] |f:1.2.3,6.7|. Run at time 30 minute. Procedure details: 75 parts of 3-hydroxyethylsulfonyl-2-nitrobenzoic acid are added at a steady rate over a period of 30 minutes with stirring to a mixture of 40 parts of iron powder and 200 parts of water heated to 80° to 85° C., and the reaction temperature of the mixture is maintained at 80° to 85° C. during the addition. After the addition is completed, the mixture is stirred for 30 minutes, brought to a pH of 8.5 with aqueous sodium carbonate solution and is clarified while hot by filtering off precipitated i... Starting materials: C(C)(=O)OC1C2=CC=CC=C2OC=2C=CC=CC12 (9-acetoxyxanthene), NC1CCN(CC1)C (4-amino-1-methylpiperidine). Run in C1=CC=CC=C1 (benzene). The product is CN1CCC(CC1)NC1C2=CC=CC=C2OC=2C=CC=CC12 (N-(N-methyl-4-piperidinyl)-9-xanthenylamine). As a reaction SMILES: C(O[CH:5]1[C:18]2[CH:17]=[CH:16][CH:15]=[CH:14][C:13]=2[O:12][C:11]2[C:6]1=[CH:7][CH:8]=[CH:9][CH:10]=2)(=O)C.[NH2:19][CH:20]1[CH2:25][CH2:24][N:23]([CH3:26])[CH2:22][CH2:21]1>C1C=CC=CC=1>[CH3:26][N:23]1[CH2:24][CH2:25][CH:20]([NH:19][CH:5]2[C:6]3[CH:7]=[CH:8][CH:9]=[CH:10][C:11]=3[O:12][C:13]3[C:18]2=[CH:17][CH:16]=[CH:15][CH:14]=3)[CH2:21][CH2:22]1. Reported procedure: A solution of 4.0 g. of 9-acetoxyxanthene and 1.9 g. of 4-amino-1-methylpiperidine in 100 ml. of dry benzene was refluxed for 24 hours. The cooled solution was then washed with 5% aqueous sodium carbonate solution and the organic layer was dried over anhydrous sodium sulfate, filtered and concentrated in vacuo. The residue crystallized on triturating with hexane and was recrystallized from hexane to give N-(N-methyl-4-piperidinyl)-9-xanthenylamine, m.p. 96.5°-98° C. Reactants: CC(C)(C)OC(=O)N1CCN(c2cccc3[nH]nc(I)c23)CC1, O=C([O-])[O-], CCOC(C)=O, CC(C)O, [Cu]I, [K+], [K+], OCCO, Sc1cccc2ccccc12. The product is CC(C)(C)OC(=O)N1CCN(c2cccc3[nH]nc(Sc4cccc5ccccc45)c23)CC1. As a reaction SMILES: [C:1]([CH3:2])([CH3:3])([CH3:4])[O:5][C:6](=[O:7])[N:8]1[CH2:9][CH2:10][N:11]([c:14]2[c:15]3[c:16]([I:23])[n:17][nH:18][c:19]3[cH:20][cH:21][cH:22]2)[CH2:12][CH2:13]1.[C:24](=[O:25])([O-:26])[O-:27].[CH3:45][CH2:46][O:47][C:48](=[O:49])[CH3:50].[CH3:53][CH:54]([OH:55])[CH3:56].[Cu:51][I:52].[K+:28].[K+:29].[OH:30][CH2:31][CH2:32][OH:33].[c:34]1([SH:44])[cH:35][cH:36][cH:37][c:38]2[cH:39][cH:40][cH:41][cH:42][c:43]12>>[C:1]([CH3:2])([CH3:3])([CH3:4])[O:5][C:6](=[O:7])[N:8]1[CH2:9][CH2:10][N:11]([c:14]2[c:15]3[c:16]([S:44][c:34]4[cH:35][cH:36][cH:37][c:38]5[cH:39][cH:40][cH:41][cH:42][c:43]45)[n:17][nH:18][c:19]3[cH:20][cH:21][cH:22]2)[CH2:12][CH2:13]1. Starting materials: ClC1=CC=C(C=C1)C1(N=C(N(C1(C)C1=CC=C(C=C1)Cl)C(=O)Cl)C1=C(C=C(C=C1)C(F)(F)F)OCC)C (rac-(4S*,5R*)-4,5-bis-(4-chloro-phenyl)-2-(2-ethoxy-4-trifluoromethyl-phenyl)-4,5-dimethyl-4,5-dihydro-imidazole-1-carbonyl chloride), N1C(CNCC1)=O (2-piperazinone). Product: ClC1=CC=C(C=C1)[C@@]1(N=C(N([C@]1(C)C1=CC=C(C=C1)Cl)C(=O)N1CC(NCC1)=O)C1=C(C=C(C=C1)C(F)(F)F)OCC)C (rac-4-[(4S*,5R*)-4,5-Bis-(4-chloro-phenyl)-2-(2-ethoxy-4-trifluoromethyl-phenyl)-4,5-dimethyl-4,5-dihydro-imidazole-1-carbonyl]-piperazin-2-one). Reported procedure: In a manner analogous to the method described in example 5, rac-(4S*,5R*)-4,5-bis-(4-chloro-phenyl)-2-(2-ethoxy-4-trifluoromethyl-phenyl)-4,5-dimethyl-4,5-dihydro-imidazole-1-carbonyl chloride was reacted with 2-piperazinone (Avocado Organics) to give the title compound. HR-MS (ES, m/z) calculated for C31H30N4O3F3Cl2 [(M+H)+] 633.1642, observed 633.1638. As a reaction SMILES: [Cl:1][C:2]1[CH:7]=[CH:6][C:5]([C:8]2([CH3:37])[C:12]([C:14]3[CH:19]=[CH:18][C:17]([Cl:20])=[CH:16][CH:15]=3)([CH3:13])[N:11]([C:21](Cl)=[O:22])[C:10]([C:24]3[CH:29]=[CH:28][C:27]([C:30]([F:33])([F:32])[F:31])=[CH:26][C:25]=3[O:34][CH2:35][CH3:36])=[N:9]2)=[CH:4][CH:3]=1.[NH:38]1[CH2:43][CH2:42][NH:41][CH2:40][C:39]1=[O:44]>>[Cl:1][C:2]1[CH:7]=[CH:6][C:5]([C@@:8]2([CH3:37])[C@:12]([C:14]3[CH:19]=[CH:18][C:17]([Cl:20])=[CH:16][CH:15]=3)([CH3:13])[N:11]([C:21]([N:41]3[CH2:42][CH2:43][NH:38][C:39](=[O:44])[CH2:40]3)=[O:22])[C:10]([C:24]3[CH:29]=[CH:28][C:27]([C:30]([F:31])([F:32])[F:33])=[CH:26][C:25]=3[O:34][CH2:35][CH3:36])=[N:9]2)=[CH:4][CH:3]=1. Starting materials: FC1=C(C=O)C(=CC(=C1)F)O[C@@H](C)CC=C ((S)-2,4-difluoro-6-(pent-4-en-2-yloxy)benzaldehyde), [H-].[Al+3].[Li+].[H-].[H-].[H-] (lithium aluminum hydride). The solvent is C1CCOC1 (THF). Conditions: time 2 hour. Yields the product FC1=C(C(=CC(=C1)F)O[C@@H](C)CC=C)CO ((S)-(2,4-difluoro-6-(pent-4-en-2-yloxy)phenyl)methanol). Yield: 39.3%. Reaction SMILES: [F:1][C:2]1[CH:9]=[C:8]([F:10])[CH:7]=[C:6]([O:11][C@H:12]([CH2:14][CH:15]=[CH2:16])[CH3:13])[C:3]=1[CH:4]=[O:5].[H-].[Al+3].[Li+].[H-].[H-].[H-]>C1COCC1>[F:1][C:2]1[CH:9]=[C:8]([F:10])[CH:7]=[C:6]([O:11][C@H:12]([CH2:14][CH:15]=[CH2:16])[CH3:13])[C:3]=1[CH2:4][OH:5] |f:1.2.3.4.5.6|. Reported procedure: To a solution of (S)-2,4-difluoro-6-(pent-4-en-2-yloxy)benzaldehyde (0.3394 g, 1.500 mmol) in THF (4 ml) at 0° C. was added dropwise, lithium aluminum hydride (0.900 ml, 1.800 mmol). The resulting mixture was stirred at rt for 2 h. The mixture was cooled to 0° C. and quenched dropwise with brine then diluted with EtOAc and water. The organic phase was washed with brine, dried (Na2SO4) and concentrated. The oil was purified by flash chromatography (Biotage; 0%-50% EtOAc/hexane; 10 CV) to give (S)... The reactants are COc1cc(C(=O)Cl)cc(OC)c1OC, COC(=O)c1cc(N)cc(-c2nc3ccncc3s2)c1, c1ccncc1. Yields the product COC(=O)c1cc(NC(=O)c2cc(OC)c(OC)c(OC)c2)cc(-c2nc3ccncc3s2)c1. As a reaction SMILES: [CH3:21][O:22][c:23]1[cH:24][c:25]([C:26](=[O:27])[Cl:28])[cH:29][c:30]([O:34][CH3:35])[c:31]1[O:32][CH3:33].[NH2:1][c:2]1[cH:3][c:4]([C:5](=[O:6])[O:7][CH3:8])[cH:9][c:10](-[c:12]2[s:13][c:14]3[cH:15][n:16][cH:17][cH:18][c:19]3[n:20]2)[cH:11]1.[cH:36]1[cH:37][cH:38][n:39][cH:40][cH:41]1>>[NH:1]([c:2]1[cH:3][c:4]([C:5](=[O:6])[O:7][CH3:8])[cH:9][c:10](-[c:12]2[s:13][c:14]3[cH:15][n:16][cH:17][cH:18][c:19]3[n:20]2)[cH:11]1)[C:26]([c:25]1[cH:24][c:23]([O:22][CH3:21])[c:31]([O:32][CH3:33])[c:30]([O:34][CH3:35])[cH:29]1)=[O:27]. Starting materials: CS(=O)(=O)CC(=O)O, Cl, NC1CCC(CCN2CCC(c3cccc4c3OCO4)CC2)CC1. The product is CS(=O)(=O)CC(=O)NC1CCC(CCN2CCC(c3cccc4c3OCO4)CC2)CC1. Reaction SMILES: [CH3:26][S:27](=[O:28])(=[O:29])[CH2:30][C:31](=[O:32])[OH:33].[ClH:1].[O:2]1[CH2:3][O:4][c:5]2[c:6]1[cH:7][cH:8][cH:9][c:10]2[CH:11]1[CH2:12][CH2:13][N:14]([CH2:17][CH2:18][CH:19]2[CH2:20][CH2:21][CH:22]([NH2:25])[CH2:23][CH2:24]2)[CH2:15][CH2:16]1>>[O:2]1[CH2:3][O:4][c:5]2[c:6]1[cH:7][cH:8][cH:9][c:10]2[CH:11]1[CH2:12][CH2:13][N:14]([CH2:17][CH2:18][CH:19]2[CH2:20][CH2:21][CH:22]([NH:25][C:31]([CH2:30][S:27]([CH3:26])(=[O:28])=[O:29])=[O:32])[CH2:23][CH2:24]2)[CH2:15][CH2:16]1. Reaction SMILES: [BH3:4].[CH3:1][S:2][CH3:3].[O:33]1[CH2:34][CH2:35][CH2:36][CH2:37]1.[O:5]1[CH:6]([CH2:15][N:16]2[CH2:17][CH2:18][CH:19]([C:22](=[O:23])[NH:24][c:25]3[c:26]([O:31][CH3:32])[cH:27][cH:28][cH:29][cH:30]3)[CH2:20][CH2:21]2)[CH2:7][O:8][c:9]2[c:10]1[cH:11][cH:12][cH:13][cH:14]2>>[O:5]1[CH:6]([CH2:15][N:16]2[CH2:17][CH2:18][CH:19]([CH2:22][NH:24][c:25]3[c:26]([O:31][CH3:32])[cH:27][cH:28][cH:29][cH:30]3)[CH2:20][CH2:21]2)[CH2:7][O:8][c:9]2[c:10]1[cH:11][cH:12][cH:13][cH:14]2. The product is COc1ccccc1NCC1CCN(CC2COc3ccccc3O2)CC1. Starting materials: B, CSC, C1CCOC1, COc1ccccc1NC(=O)C1CCN(CC2COc3ccccc3O2)CC1.